Dataset: the Open Reaction Database (ORD), a public repository of structured organic reaction records. Task: describe an organic reaction: reactants, conditions, products, and yield Procedure details: Following a procedure similar to that described in Example 1(b), 1.40 g of 2-{2-[4-(3-methoxymethoxyphenyl)butyl]phenoxymethyl]oxirane [prepared as described in step (a) above] dissolved in 14 ml of tetrahydrofuran were treated with 2.8 ml of 50% by volume aqueous dimethylamine. The crude product was purified as described in Example 1(b), to give 1.51 g (yield 95%) of the title compound as a colorless oil. RXN SMILES: [CH3:1][O:2][CH2:3][O:4][C:5]1[CH:6]=[C:7]([CH2:11][CH2:12][CH2:13][CH2:14][C:15]2[CH:25]=[CH:24][CH:23]=[CH:22][C:16]=2[O:17][CH2:18][CH:19]2[CH2:21][O:20]2)[CH:8]=[CH:9][CH:10]=1.[CH3:26][NH:27][CH3:28]>O1CCCC1>[CH3:26][N:27]([CH3:28])[CH2:21][CH:19]([OH:20])[CH2:18][O:17][C:16]1[CH:22]=[CH:23][CH:24]=[CH:25][C:15]=1[CH2:14][CH2:13][CH2:12][CH2:11][C:7]1[CH:8]=[CH:9][CH:10]=[C:5]([O:4][CH2:3][O:2][CH3:1])[CH:6]=1. Starting materials: COCOC=1C=C(C=CC1)CCCCC1=C(OCC2OC2)C=CC=C1 (2-{2-[4-(3-methoxymethoxyphenyl)butyl]phenoxymethyl]oxirane), CNC (dimethylamine). Product: CN(CC(COC1=C(C=CC=C1)CCCCC1=CC(=CC=C1)OCOC)O)C (3-Dimethylamino-1-{2-[4-(3-methoxymethoxyphenyl) butyl]phenoxy}-2-propanol). Run in O1CCCC1 (tetrahydrofuran). Isolated yield 95.0%. Reactants: N([C@@H](CSCC1=CC=C(C)C=C1)C(=O)N[C@@H](CC1=CC=CC=C1)C(=O)NCC(=O)NCC(=O)O)C(=O)OC(C)(C)C (Boc-Cys(MBzl)-Phe-Gly-Gly-OH), C1CCC(CC1)N=C=NC2CCCCC2 (DCC), N([C@@H](C)C(=O)O)C(=O)OC(C)(C)C (Boc-Ala-OH), C1C2C=CC1C3C2C(=O)N(C3=O)O (HONB). Product: N([C@@H](C)C(=O)N[C@@H](CSCC1=CC=C(C)C=C1)C(=O)N[C@@H](CC1=CC=CC=C1)C(=O)NCC(=O)NCC(=O)O)C(=O)OC(C)(C)C (Boc-Ala-Cys(MBzl)-Phe-Gly-Gly-OH). RXN SMILES: [NH:1]([C:35](OC(C)(C)C)=[O:36])[C@H:2]([C:13]([NH:15][C@H:16]([C:24]([NH:26][CH2:27][C:28]([NH:30][CH2:31][C:32]([OH:34])=[O:33])=[O:29])=[O:25])[CH2:17][C:18]1[CH:23]=[CH:22][CH:21]=[CH:20][CH:19]=1)=[O:14])[CH2:3][S:4][CH2:5][C:6]1[CH:12]=[CH:11][C:9]([CH3:10])=[CH:8][CH:7]=1.[NH:42]([C:48]([O:50][C:51]([CH3:54])([CH3:53])[CH3:52])=[O:49])[C@H:43](C(O)=O)[CH3:44].C1C2C3C(=O)N(O)C(=O)C3C1C=C2.C1CCC(N=C=NC2CCCCC2)CC1>>[NH:42]([C:48]([O:50][C:51]([CH3:54])([CH3:53])[CH3:52])=[O:49])[C@H:43]([C:35]([NH:1][C@H:2]([C:13]([NH:15][C@H:16]([C:24]([NH:26][CH2:27][C:28]([NH:30][CH2:31][C:32]([OH:34])=[O:33])=[O:29])=[O:25])[CH2:17][C:18]1[CH:23]=[CH:22][CH:21]=[CH:20][CH:19]=1)=[O:14])[CH2:3][S:4][CH2:5][C:6]1[CH:12]=[CH:11][C:9]([CH3:10])=[CH:8][CH:7]=1)=[O:36])[CH3:44]. Reported procedure: Using 300 mg Boc-Cys(MBzl)-Phe-Gly-Gly-OH, 104 mg Boc-Ala-OH, 110 mg HONB and 120 mg DCC, the desired product was obtained in the same manner as in Example 1-(XXI). Reactants: Cl.FC1=C(C=CC=C1)CC(OCC)=N (ethyl 2-(2-fluorophenyl)acetimidate hydrochloride), C(C)O (ethanol), C(C)OCC (Diethyl ether). Run at time 18 hour. The product is FC1=C(C=CC=C1)CC(OCC)(OCC)OCC (1-fluoro-2-(2,2,2,-triethoxyethyl)benzene). The yield is 86.0%. RXN SMILES: Cl.[F:2][C:3]1[CH:8]=[CH:7][CH:6]=[CH:5][C:4]=1[CH2:9][C:10](=N)[O:11][CH2:12][CH3:13].[CH2:15]([OH:17])[CH3:16].[CH2:18]([O:20]CC)[CH3:19]>>[F:2][C:3]1[CH:8]=[CH:7][CH:6]=[CH:5][C:4]=1[CH2:9][C:10]([O:20][CH2:18][CH3:19])([O:17][CH2:15][CH3:16])[O:11][CH2:12][CH3:13] |f:0.1|. Procedure: A mixture of ethyl 2-(2-fluorophenyl)acetimidate hydrochloride (34.4 g, 0.158 mol) and absolute ethanol (50 mL) was stirred at ambient temperature for 18 hours. Diethyl ether (50 mL) was added to the mixture, and the solids were removed by suction filtration. The solids were rinsed with ether (2×25 mL), and the combined filtrates were spin evaporated in vacuo to give 34.7 g (86%) of 1-fluoro-2-(2,2,2,-triethoxyethyl)benzene as a semisolid; nmr (DMSO-d6): δ6.7-7.7 (complex multiplets, 4H, ArH), 3... The reactants are CC(C(=O)O)(C)SC1=CN=C(S1)NC(=O)N(CCCCC1=CC=CC=C1)[C@@H]1CC[C@H](CC1)C (2-methyl-2-{2-[3-(trans-4-methyl-cyclohexyl)-3-(4-phenyl-butyl)-ureido]-thiazol-5-ylsulfanyl}-propionic acid), C1C(CC2=CC=CC=C12)CCO (2-indan-2-yl-ethanol), C(C)OC(C(C)(C)SC1=CN=C(S1)N)=O (2-(2-amino-thiazol-5-ylsulfanyl)-2-methyl-propionic acid ethyl ester). Procedure details: The compound was prepared following an analogous procedure to the one described for the synthesis of 2-methyl-2-{2-[3-(trans-4-methyl-cyclohexyl)-3-(4-phenyl-butyl)-ureido]-thiazol-5-ylsulfanyl}-propionic acid using 2-indan-2-yl-ethanol (prepared as described in J. Med. Chem. 1994, 37, 13, 2071-2078) and 2-(2-amino-thiazol-5-ylsulfanyl)-2-methyl-propionic acid ethyl ester. RXN SMILES: [CH3:1][C:2]([S:7][C:8]1[S:12][C:11]([NH:13][C:14]([N:16]([C@H:27]2[CH2:32][CH2:31][C@H:30]([CH3:33])[CH2:29][CH2:28]2)[CH2:17][CH2:18][CH2:19][CH2:20][C:21]2[CH:26]=[CH:25][CH:24]=[CH:23][CH:22]=2)=[O:15])=[N:10][CH:9]=1)([CH3:6])[C:3]([OH:5])=[O:4].[CH2:34]1C2C(=CC=CC=2)CC1CCO.C(OC(=O)C(SC1SC(N)=NC=1)(C)C)C>>[CH2:20]1[C:21]2[C:26](=[CH:25][CH:24]=[CH:23][CH:22]=2)[CH2:34][CH:19]1[CH2:18][CH2:17][N:16]([C@H:27]1[CH2:28][CH2:29][C@H:30]([CH3:33])[CH2:31][CH2:32]1)[C:14](=[O:15])[NH:13][C:11]1[S:12][C:8]([S:7][C:2]([CH3:1])([CH3:6])[C:3]([OH:5])=[O:4])=[CH:9][N:10]=1. The product is C1C(CC2=CC=CC=C12)CCN(C(NC=1SC(=CN1)SC(C(=O)O)(C)C)=O)[C@@H]1CC[C@H](CC1)C (2-{2-[3-(2-Indan-2-yl-ethyl)-3-(trans-4-methyl-cyclohexyl)-ureido]-thiazol-5-ylsulfanyl}-2-methyl-propionic acid). Starting materials: [Li]CCCC, COCOc1ccccc1C=O, CCCCCC, CN(C)CCN(C)C, COCOc1ccccc1Cl, C1CCOC1. Product: COCOc1ccccc1C(O)c1cccc(Cl)c1OCOC. As a reaction SMILES: [CH2:1]([Li:2])[CH2:3][CH2:4][CH3:5].[CH3:25][O:26][CH2:27][O:28][c:29]1[c:30]([CH:31]=[O:32])[cH:33][cH:34][cH:35][cH:36]1.[CH3:37][CH2:38][CH2:39][CH2:40][CH2:41][CH3:42].[CH3:6][N:7]([CH3:8])[CH2:9][CH2:10][N:11]([CH3:12])[CH3:13].[Cl:14][c:15]1[c:16]([O:21][CH2:22][O:23][CH3:24])[cH:17][cH:18][cH:19][cH:20]1.[O:43]1[CH2:44][CH2:45][CH2:46][CH2:47]1>>[Cl:14][c:15]1[c:16]([O:21][CH2:22][O:23][CH3:24])[c:17]([CH:31]([c:30]2[c:29]([O:28][CH2:27][O:26][CH3:25])[cH:36][cH:35][cH:34][cH:33]2)[OH:32])[cH:18][cH:19][cH:20]1. The reactants are BrBr, CC(=O)O, Cc1coc2ccc(C=C3SC(=O)NC3=O)cc12. Yields the product Cc1c(Br)oc2ccc(C=C3SC(=O)NC3=O)cc12. As a reaction SMILES: [Br:19][Br:20].[C:21]([OH:22])(=[O:23])[CH3:24].[CH3:1][c:2]1[cH:3][o:4][c:5]2[c:6]1[cH:7][c:8]([CH:11]=[C:12]1[C:13](=[O:18])[NH:14][C:15](=[O:17])[S:16]1)[cH:9][cH:10]2>>[CH3:1][c:2]1[c:3]([Br:19])[o:4][c:5]2[c:6]1[cH:7][c:8]([CH:11]=[C:12]1[C:13](=[O:18])[NH:14][C:15](=[O:17])[S:16]1)[cH:9][cH:10]2. Starting materials: CCO, [N-]=[N+]=Nc1cc(NC(=O)c2c(Cl)cc(Cl)cc2Cl)ccn1. Product: Nc1cc(NC(=O)c2c(Cl)cc(Cl)cc2Cl)ccn1. As a reaction SMILES: [CH3:22][CH2:23][OH:24].[N:1](=[N+:2]=[N-:3])[c:4]1[n:5][cH:6][cH:7][c:8]([NH:10][C:11]([c:12]2[c:13]([Cl:20])[cH:14][c:15]([Cl:19])[cH:16][c:17]2[Cl:18])=[O:21])[cH:9]1>>[NH2:1][c:4]1[n:5][cH:6][cH:7][c:8]([NH:10][C:11]([c:12]2[c:13]([Cl:20])[cH:14][c:15]([Cl:19])[cH:16][c:17]2[Cl:18])=[O:21])[cH:9]1. The reactants are ice water, N1CCOCC1 (Morpholine), Cl.C(C)N=C=NCCCN(C)C (1-ethyl-3-(3-dimethylaminopropyl)carbodiimide hydrochloride), COC=1C(C(=C(C(C1OC)=O)CC=1C(=C(C(=O)O)C=CC1)OCC1=CC=CC=C1)C)=O (3-(5,6-dimethoxy-3-methyl-1,4-benzoquinon-2-yl)methyl-2-benzyloxybenzoic acid). The solvent is C(Cl)Cl (methylene chloride). Reaction conditions: time 12 hour. Yields the product COC=1C(C(=C(C(C1OC)=O)CC=1C(=C(C(=O)N2CCOCC2)C=CC1)OCC1=CC=CC=C1)C)=O (N-[3-(5,6-Dimethoxy-3-methyl-1,4-benzoquinon-2-yl)methyl-2-benzyloxybenzoyl]morpholine). Yield: 63.2%. As a reaction SMILES: [NH:1]1[CH2:6][CH2:5][O:4][CH2:3][CH2:2]1.Cl.C(N=C=NCCCN(C)C)C.[CH3:19][O:20][C:21]1[C:22](=[O:49])[C:23]([CH3:48])=[C:24]([CH2:30][C:31]2[C:32]([O:40][CH2:41][C:42]3[CH:47]=[CH:46][CH:45]=[CH:44][CH:43]=3)=[C:33]([CH:37]=[CH:38][CH:39]=2)[C:34](O)=[O:35])[C:25](=[O:29])[C:26]=1[O:27][CH3:28]>C(Cl)Cl>[CH3:19][O:20][C:21]1[C:22](=[O:49])[C:23]([CH3:48])=[C:24]([CH2:30][C:31]2[C:32]([O:40][CH2:41][C:42]3[CH:43]=[CH:44][CH:45]=[CH:46][CH:47]=3)=[C:33]([CH:37]=[CH:38][CH:39]=2)[C:34]([N:1]2[CH2:6][CH2:5][O:4][CH2:3][CH2:2]2)=[O:35])[C:25](=[O:29])[C:26]=1[O:27][CH3:28] |f:1.2|. Reported procedure: Morpholine (0.033 g, 0.38 mmol) and 1-ethyl-3-(3-dimethylaminopropyl)carbodiimide hydrochloride (0.109 g, 0.57 mmol) were added to a methylene chloride solution (10 ml) of 3-(5,6-dimethoxy-3-methyl-1,4-benzoquinon-2-yl)methyl-2-benzyloxybenzoic acid (0.080 g, 0.19 mmol) and the resulting solution was stirred at room temperature for 12 hours. The reaction solution was poured into ice water and then extracted with methylene chloride. The extract was washed with water and then dried, and the solven...